From a dataset of the Open Reaction Database (ORD), a public repository of structured organic reaction records. describe an organic reaction: reactants, conditions, products, and yield The reactants are Cc1c(C(=O)c2ccc(Cl)cc2Cl)oc2cc(Br)ccc12, O=C1CCC(=O)N1Br, ClC(Cl)(Cl)Cl, CC(C)(C#N)N=NC(C)(C)C#N. The product is O=C(c1ccc(Cl)cc1Cl)c1oc2cc(Br)ccc2c1CBr. RXN SMILES: [Br:1][c:2]1[cH:3][c:4]2[c:5]([c:6]([CH3:19])[c:7]([C:9](=[O:10])[c:11]3[c:12]([Cl:18])[cH:13][c:14]([Cl:17])[cH:15][cH:16]3)[o:8]2)[cH:20][cH:21]1.[Br:34][N:35]1[C:36](=[O:37])[CH2:38][CH2:39][C:40]1=[O:41].[C:42]([Cl:43])([Cl:44])([Cl:45])[Cl:46].[N:22]([C:23]([CH3:24])([CH3:25])[C:26]#[N:27])=[N:28][C:29]([CH3:30])([CH3:31])[C:32]#[N:33]>>[Br:1][c:2]1[cH:3][c:4]2[c:5]([c:6]([CH2:19][Br:34])[c:7]([C:9](=[O:10])[c:11]3[c:12]([Cl:18])[cH:13][c:14]([Cl:17])[cH:15][cH:16]3)[o:8]2)[cH:20][cH:21]1. Reactants: C(C)OC(=O)C1(OC2=C(O1)C=CC(=C2)CC(C)N(CC(O)C2=CC(=CC=C2)Cl)C(=O)OC(C)(C)C)C(=O)OCC (5-(2-{tert-butoxycarbonyl-[2-(3-chloro-phenyl)-2-hydroxy-ethyl]-amino}-propyl)-benzo[1,3]dioxole-2,2-dicarboxylic acid bis-ethyl ester), CO (MeOH), [OH-].[Na+] (NaOH). Run in O (H2O). Conditions: time 19 hour. Product: C(C)(C)(C)OC(=O)N(C(CC1=CC2=C(OC(O2)(C(=O)O)C(=O)O)C=C1)C)CC(O)C1=CC(=CC=C1)Cl (5-(2-{tert-Butoxycarbonyl-[2-(3-chloro-phenyl)-2-hydroxy-ethyl]-amino}-propyl)-benzo[1,3]dioxole-2,2-dicarboxylic acid). The yield is 99.2%. Reaction SMILES: C([O:3][C:4]([C:6]1([C:36]([O:38]CC)=[O:37])[O:10][C:9]2[CH:11]=[CH:12][C:13]([CH2:15][CH:16]([N:18]([C:29]([O:31][C:32]([CH3:35])([CH3:34])[CH3:33])=[O:30])[CH2:19][CH:20]([C:22]3[CH:27]=[CH:26][CH:25]=[C:24]([Cl:28])[CH:23]=3)[OH:21])[CH3:17])=[CH:14][C:8]=2[O:7]1)=[O:5])C.CO.[OH-].[Na+]>O>[C:32]([O:31][C:29]([N:18]([CH2:19][CH:20]([C:22]1[CH:27]=[CH:26][CH:25]=[C:24]([Cl:28])[CH:23]=1)[OH:21])[CH:16]([CH3:17])[CH2:15][C:13]1[CH:12]=[CH:11][C:9]2[O:10][C:6]([C:36]([OH:38])=[O:37])([C:4]([OH:5])=[O:3])[O:7][C:8]=2[CH:14]=1)=[O:30])([CH3:33])([CH3:34])[CH3:35] |f:2.3|. Procedure: To a stirred solution of 5-(2-{tert-butoxycarbonyl-[2-(3-chloro-phenyl)-2-hydroxy-ethyl]-amino}-propyl)-benzo[1,3]dioxole-2,2-dicarboxylic acid bis-ethyl ester (4.42 g, 7.65 mmol), MeOH (100 mL) and H2O (25 mL) was added 5 N NaOH (7.64 mL, 38.2 mmol). After 19 h, the solution was concentrated to an aqueous mixture and acidified to pH=1 with 1 N aq. HCl which turns the solution milky-white. Extraction with 3×100 mL EtOAc, washing the combined organics with 1×200 mL brine, drying over Na2SO4, filt... Starting materials: ClCCl, CCOC(C)=O, [Na+], [Na+], O, CCCc1nc(C)n(-c2ccc(OC3CCCCC3O)cc2)c(=O)c1Cc1ccc(-c2ccccc2-c2noc(=O)[nH]2)cc1, O=S([O-])([O-])=S. Product: CCCc1nc(C)n(-c2ccc(OC3CCCCC3=O)cc2)c(=O)c1Cc1ccc(-c2ccccc2-c2noc(=O)[nH]2)cc1. RXN SMILES: [CH2:59]([Cl:60])[Cl:61].[CH3:45][CH2:46][O:47][C:48](=[O:49])[CH3:50].[Na+:57].[Na+:58].[OH2:51].[OH:1][CH:2]1[CH:3]([O:8][c:9]2[cH:10][cH:11][c:12](-[n:15]3[c:16]([CH3:44])[n:17][c:18]([CH2:41][CH2:42][CH3:43])[c:19]([CH2:22][c:23]4[cH:24][cH:25][c:26](-[c:29]5[c:30](-[c:35]6[n:36][o:37][c:38](=[O:40])[nH:39]6)[cH:31][cH:32][cH:33][cH:34]5)[cH:27][cH:28]4)[c:20]3=[O:21])[cH:13][cH:14]2)[CH2:4][CH2:5][CH2:6][CH2:7]1.[S:52]([O-:53])([O-:54])(=[O:55])=[S:56]>>[O:1]=[C:2]1[CH:3]([O:8][c:9]2[cH:10][cH:11][c:12](-[n:15]3[c:16]([CH3:44])[n:17][c:18]([CH2:41][CH2:42][CH3:43])[c:19]([CH2:22][c:23]4[cH:24][cH:25][c:26](-[c:29]5[c:30](-[c:35]6[n:36][o:37][c:38](=[O:40])[nH:39]6)[cH:31][cH:32][cH:33][cH:34]5)[cH:27][cH:28]4)[c:20]3=[O:21])[cH:13][cH:14]2)[CH2:4][CH2:5][CH2:6][CH2:7]1. Reactants: C(N)(OCCC1=CC=C(C=C1)OC1=CC(=C(C=C1)C)Cl)=N (2-{4-[(3-chloro-4-methylphenyl)oxy]phenyl}ethyl imidocarbamate), C(=O)C(C(=O)OC)CC=1C=NC=NC1 (methyl 2-formyl-3-(5-pyrimidinyl)propanoate), C(=O)([O-])[O-].[K+].[K+] (K2CO3). The solvent is CN1CCCC1=O (NMP). Yields the product ClC=1C=C(C=CC1C)OC1=CC=C(C=C1)CCOC=1NC=C(C(N1)=O)CC=1C=NC=NC1 (2-[(2-{4-[(3-chloro-4-methylphenyl)oxy]phenyl}ethyl)oxy]-5-[pyrimidin-5-ylmethyl]-4(1H)-pyrimidinone). The yield is 6.8%. RXN SMILES: [C:1](=[NH:21])([O:3][CH2:4][CH2:5][C:6]1[CH:11]=[CH:10][C:9]([O:12][C:13]2[CH:18]=[CH:17][C:16]([CH3:19])=[C:15]([Cl:20])[CH:14]=2)=[CH:8][CH:7]=1)[NH2:2].[CH:22]([CH:24]([CH2:29][C:30]1[CH:31]=[N:32][CH:33]=[N:34][CH:35]=1)[C:25](OC)=O)=[O:23].C([O-])([O-])=O.[K+].[K+]>CN1C(=O)CCC1>[Cl:20][C:15]1[CH:14]=[C:13]([O:12][C:9]2[CH:8]=[CH:7][C:6]([CH2:5][CH2:4][O:3][C:1]3[NH:2][CH:25]=[C:24]([CH2:29][C:30]4[CH:35]=[N:34][CH:33]=[N:32][CH:31]=4)[C:22](=[O:23])[N:21]=3)=[CH:11][CH:10]=2)[CH:18]=[CH:17][C:16]=1[CH3:19] |f:2.3.4|. Procedure: Prepared in a manner similar to that described for E149 using 2-{4-[(3-chloro-4-methylphenyl)oxy]phenyl}ethyl imidocarbamate (150 mg, 0.359 mmol) and methyl 2-formyl-3-(5-pyrimidinyl)propanoate (84 mg, 0.431 mmol) and K2CO3 (198 mg, 1.436 mmol) in NMP (2 ml), to afford the title compound (11 mg, 6.83% yield). LCMS: rt=3.33 min, [M+H+]=449 Starting materials: ClC1=C(C(=NC2=CC(=CC(=C12)F)F)CC=1C=C(C#N)C=CC1)C (3-((4-Chloro-5,7-difluoro-3-methylquinolin-2-yl)methyl)benzonitrile), CC1(CNC=2C1=NC=C(C2)N2CCOCC2)C (4-(3,3-dimethyl-2,3-dihydro-1H-pyrrolo[3,2-b]pyridin-6-yl)-morpholine), C1(CCCCC1)P(C1=C(C=CC=C1)C1=C(C=C(C=C1C(C)C)C(C)C)C(C)C)C1CCCCC1 (2-(dicyclohexylphosphino)-2′,4′,6′-tri-i-propyl-1,1′-biphenyl), CC(C)([O-])C.[Na+] (sodium tert-butoxide). The reagents and catalysts are C=1C=CC(=CC1)/C=C/C(=O)/C=C/C2=CC=CC=C2.C=1C=CC(=CC1)/C=C/C(=O)/C=C/C2=CC=CC=C2.C=1C=CC(=CC1)/C=C/C(=O)/C=C/C2=CC=CC=C2.[Pd].[Pd] (Pd2dba3). The solvent is C1(=CC=CC=C1)C (toluene). Yields the product CC1(CN(C=2C1=NC=C(C2)N2CCOCC2)C2=C(C(=NC1=CC(=CC(=C21)F)F)CC=2C=C(C#N)C=CC2)C)C (3-((4-(3,3-dimethyl-6-(4-morpholinyl)-2,3-dihydro-1H-pyrrolo[3,2-b]pyridin-1-yl)-5,7-difluoro-3-methyl-2-quinolinyl)-methyl)benzonitrile). Reaction SMILES: Cl[C:2]1[C:11]2[C:6](=[CH:7][C:8]([F:13])=[CH:9][C:10]=2[F:12])[N:5]=[C:4]([CH2:14][C:15]2[CH:16]=[C:17]([CH:20]=[CH:21][CH:22]=2)[C:18]#[N:19])[C:3]=1[CH3:23].[CH3:24][C:25]1([CH3:40])[C:29]2=[N:30][CH:31]=[C:32]([N:34]3[CH2:39][CH2:38][O:37][CH2:36][CH2:35]3)[CH:33]=[C:28]2[NH:27][CH2:26]1.C1(P(C2CCCCC2)C2C=CC=CC=2C2C(C(C)C)=CC(C(C)C)=CC=2C(C)C)CCCCC1.CC(C)([O-])C.[Na+]>C1C=CC(/C=C/C(/C=C/C2C=CC=CC=2)=O)=CC=1.C1C=CC(/C=C/C(/C=C/C2C=CC=CC=2)=O)=CC=1.C1C=CC(/C=C/C(/C=C/C2C=CC=CC=2)=O)=CC=1.[Pd].[Pd].C1(C)C=CC=CC=1>[CH3:24][C:25]1([CH3:40])[C:29]2=[N:30][CH:31]=[C:32]([N:34]3[CH2:39][CH2:38][O:37][CH2:36][CH2:35]3)[CH:33]=[C:28]2[N:27]([C:2]2[C:11]3[C:6](=[CH:7][C:8]([F:13])=[CH:9][C:10]=3[F:12])[N:5]=[C:4]([CH2:14][C:15]3[CH:16]=[C:17]([CH:20]=[CH:21][CH:22]=3)[C:18]#[N:19])[C:3]=2[CH3:23])[CH2:26]1 |f:3.4,5.6.7.8.9|. Reported procedure: 3-((4-Chloro-5,7-difluoro-3-methylquinolin-2-yl)methyl)benzonitrile (42.3 mg, 0.129 mmol), 4-(3,3-dimethyl-2,3-dihydro-1H-pyrrolo[3,2-b]pyridin-6-yl)-morpholine (30 mg, 0.129 mmol), Pd2dba3 (11.8 mg, 0.013 mmol), 2-(dicyclohexylphosphino)-2′,4′,6′-tri-i-propyl-1,1′-biphenyl (12.3 mg, 0.026 mmol), sodium tert-butoxide (37.1 mg, 0.386 mmol), and toluene (1.29 mL) were stirred at 105° C. for 2 h. The reaction mixture was then concentrated and the resulting residue partitioned between EtOAc and satu... The reactants are CC1=C(C(=NO1)C1=CC=CC=C1)COC=1N=CC(=NC1)C(=O)O (5-(5-methyl-3-phenyl-isoxazol-4-ylmethoxy)-pyrazine-2-carboxylic acid), C1(CC1)N (cyclopropylamine). Yields the product C1(CC1)NC(=O)C1=NC=C(N=C1)OCC=1C(=NOC1C)C1=CC=CC=C1 (5-(5-Methyl-3-phenyl-isoxazol-4-ylmethoxy)-pyrazine-2-carboxylic acid cyclopropylamide). Yield: 28.0%. RXN SMILES: [CH3:1][C:2]1[O:6][N:5]=[C:4]([C:7]2[CH:12]=[CH:11][CH:10]=[CH:9][CH:8]=2)[C:3]=1[CH2:13][O:14][C:15]1[N:16]=[CH:17][C:18]([C:21]([OH:23])=O)=[N:19][CH:20]=1.[CH:24]1([NH2:27])[CH2:26][CH2:25]1>>[CH:24]1([NH:27][C:21]([C:18]2[CH:17]=[N:16][C:15]([O:14][CH2:13][C:3]3[C:4]([C:7]4[CH:8]=[CH:9][CH:10]=[CH:11][CH:12]=4)=[N:5][O:6][C:2]=3[CH3:1])=[CH:20][N:19]=2)=[O:23])[CH2:26][CH2:25]1. Reported procedure: As described for example 2b, 5-(5-methyl-3-phenyl-isoxazol-4-ylmethoxy)-pyrazine-2-carboxylic acid (100 mg, 0.32 mmol) was converted, using cyclopropylamine instead of aminomethylcyclopropane, to the title compound (SiO2, heptane:ethyl acetate=90:10 to 60:40, 32 mg, 28%) which was obtained as a white solid. MS: m/e=351.3 [M+H]+.